Dataset: the Open Reaction Database (ORD), a public repository of structured organic reaction records. Task: describe an organic reaction: reactants, conditions, products, and yield The reactants are CCOC(=O)c1cnncc1N, Cc1ccccc1, CN(C)c1ccncc1, O=C(Cl)Cc1c(F)cc(F)cc1F. The product is CCOC(=O)c1cnncc1NC(=O)Cc1c(F)cc(F)cc1F. RXN SMILES: [CH2:1]([CH3:2])[O:3][C:4](=[O:5])[c:6]1[cH:7][n:8][n:9][cH:10][c:11]1[NH2:12].[CH3:26][c:27]1[cH:28][cH:29][cH:30][cH:31][cH:32]1.[CH3:33][N:34]([c:35]1[cH:36][cH:37][n:38][cH:39][cH:40]1)[CH3:41].[F:13][c:14]1[c:15]([CH2:22][C:23](=[O:24])[Cl:25])[c:16]([F:21])[cH:17][c:18]([F:20])[cH:19]1>>[CH2:1]([CH3:2])[O:3][C:4](=[O:5])[c:6]1[cH:7][n:8][n:9][cH:10][c:11]1[NH:12][C:23]([CH2:22][c:15]1[c:14]([F:13])[cH:19][c:18]([F:20])[cH:17][c:16]1[F:21])=[O:24]. Starting materials: [OH-].[Li+] (lithium hydroxide), NN=CC1=CC=C(C=C1)NC(CCC(=O)NC(CC(=O)OCC)CCC(=O)OCC)=O (Diethyl 3-[[4-[[4-(aminoiminomethyl)phenyl]amino]-1,4-dioxobutyl]amino]hexanedioate), C(=O)(C(F)(F)F)O (TFA). Solvent: O.C(C)#N (water acetonitrile). Conditions: time 30 minute. Yields the product NN=CC1=CC=C(C=C1)NC(CCC(=O)NC(CC(=O)O)CCC(=O)O)=O (3-[[4-[[4-(Aminoiminomethyl)phenyl]amino]-1,4-dioxobutyl]amino]hexanedioic acid). Isolated yield 57.4%. As a reaction SMILES: [NH2:1][N:2]=[CH:3][C:4]1[CH:9]=[CH:8][C:7]([NH:10][C:11](=[O:31])[CH2:12][CH2:13][C:14]([NH:16][CH:17]([CH2:24][CH2:25][C:26]([O:28]CC)=[O:27])[CH2:18][C:19]([O:21]CC)=[O:20])=[O:15])=[CH:6][CH:5]=1.[OH-].[Li+].C(O)(C(F)(F)F)=O>O.C(#N)C>[NH2:1][N:2]=[CH:3][C:4]1[CH:9]=[CH:8][C:7]([NH:10][C:11](=[O:31])[CH2:12][CH2:13][C:14]([NH:16][CH:17]([CH2:24][CH2:25][C:26]([OH:28])=[O:27])[CH2:18][C:19]([OH:21])=[O:20])=[O:15])=[CH:6][CH:5]=1 |f:1.2,4.5|. Procedure details: Diethyl 3-[[4-[[4-(aminoiminomethyl)phenyl]amino]-1,4-dioxobutyl]amino]hexanedioate (700 mg) prepared in Example 19, Step 2 was added to water/acetonitrile (20 ml) followed by lithium hydroxide (150 mg) at 25° C. The mixture was stirred for 30 min. The course of the reaction was monitored by RPHPLC. After satisfactory product was formed the reaction was neutralized with TFA and purified by reverse phase chromatography (0.05% TFA water/acetonitrile) to result in 350 mg of a white solid: H NMR (d6... Reactants: Nc1cccc(-c2c(Cc3ccccc3)cnc3c(C(F)(F)F)cccc23)c1, COc1cc(C=O)cc(OC)c1. The product is COc1cc(CNc2cccc(-c3c(Cc4ccccc4)cnc4c(C(F)(F)F)cccc34)c2)cc(OC)c1. Reaction SMILES: [CH2:1]([c:2]1[cH:3][cH:4][cH:5][cH:6][cH:7]1)[c:8]1[cH:9][n:10][c:11]2[c:12]([C:25]([F:26])([F:27])[F:28])[cH:13][cH:14][cH:15][c:16]2[c:17]1-[c:18]1[cH:19][c:20]([NH2:24])[cH:21][cH:22][cH:23]1.[O:29]([CH3:30])[c:31]1[cH:32][c:33]([CH:34]=[O:35])[cH:36][c:37]([O:39][CH3:40])[cH:38]1>>[CH2:1]([c:2]1[cH:3][cH:4][cH:5][cH:6][cH:7]1)[c:8]1[cH:9][n:10][c:11]2[c:12]([C:25]([F:26])([F:27])[F:28])[cH:13][cH:14][cH:15][c:16]2[c:17]1-[c:18]1[cH:19][c:20]([NH:24][CH2:34][c:33]2[cH:32][c:31]([O:29][CH3:30])[cH:38][c:37]([O:39][CH3:40])[cH:36]2)[cH:21][cH:22][cH:23]1. Reactants: C(C)I (ethyl iodide), O (water), C(=O)(OCC)C=1C=NC2=CC(=CC=C2C1O)C1CCCCC1 (3 -carboethoxy-4-hydroxy-7-cyclohexyl-quinoline), [H-].[Na+] (sodium hydride), O (water). Run in CN(C=O)C (dimethylformamide). Yields the product C(C)N1C=C(C(C2=CC=C(C=C12)C1CCCCC1)=O)C(=O)OCC (1-Ethyl-3-carboethoxy-4-oxo-7-cyclohexyl-1,4 -dihydroquinoline). RXN SMILES: [C:1]([C:6]1[CH:7]=[N:8][C:9]2[C:14]([C:15]=1[OH:16])=[CH:13][CH:12]=[C:11]([CH:17]1[CH2:22][CH2:21][CH2:20][CH2:19][CH2:18]1)[CH:10]=2)([O:3][CH2:4][CH3:5])=[O:2].[H-].[Na+].O.[CH2:26](I)[CH3:27]>CN(C)C=O>[CH2:26]([N:8]1[C:9]2[C:14](=[CH:13][CH:12]=[C:11]([CH:17]3[CH2:22][CH2:21][CH2:20][CH2:19][CH2:18]3)[CH:10]=2)[C:15](=[O:16])[C:6]([C:1]([O:3][CH2:4][CH3:5])=[O:2])=[CH:7]1)[CH3:27] |f:1.2|. Procedure: A suspension of 32.7 g of 3 -carboethoxy-4-hydroxy-7-cyclohexyl-quinoline and 7.1 g of sodium hydride (50% strength in mineral oil) in 400 ml of absolute dimethylformamide is stirred for 45 minutes at room temperature with exclusion of water. In the course thereof, the temperature of the reaction mixture rises to 35°C and a homogeneous solution is produced. 39 g of ethyl iodide are added dropwise to this solution over the course of 10 minutes whilst stirring and the mixture is stirred for a furt... Reactants: CC1C2CC(C(/C=C/C=C(/CC3=CC(=C(C(=C3)OC)Cl)N(C(=O)CC(C4(C1O4)C)O)C)\C)OC)(NC(=O)O2)O (maytansinol), C(C)(=O)OC(C)=O (acetic anhydride), O (water). Run in N1=CC=CC=C1 (pyridine), C(Cl)(Cl)Cl.CO (chloroform methanol). Run at time 18 hour. Yields the product C[C@@H]1[C@@H]2C[C@]([C@@H](/C=C/C=C(/CC3=CC(=C(C(=C3)OC)Cl)N(C(=O)C[C@@H]([C@]4([C@H]1O4)C)OC(=O)C)C)\C)OC)(NC(=O)O2)O (maytanacine). As a reaction SMILES: [CH3:1][CH:2]1[CH:27]2[O:28][C:26]2([CH3:29])[CH:25]([OH:30])[CH2:24][C:22](=[O:23])[N:21]([CH3:31])[C:14]2=[C:15]([Cl:20])[C:16]([O:18][CH3:19])=[CH:17][C:12](=[CH:13]2)[CH2:11][C:10]([CH3:32])=[CH:9][CH:8]=[CH:7][CH:6]([O:33][CH3:34])[C:5]2([OH:39])[NH:35][C:36]([O:38][CH:3]1[CH2:4]2)=[O:37].[C:40](OC(=O)C)(=[O:42])[CH3:41].O>N1C=CC=CC=1.C(Cl)(Cl)Cl.CO>[CH3:1][C@H:2]1[C@@H:27]2[O:28][C@@:26]2([CH3:29])[C@@H:25]([O:30][C:40]([CH3:41])=[O:42])[CH2:24][C:22](=[O:23])[N:21]([CH3:31])[C:14]2=[C:15]([Cl:20])[C:16]([O:18][CH3:19])=[CH:17][C:12](=[CH:13]2)[CH2:11][C:10]([CH3:32])=[CH:9][CH:8]=[CH:7][C@@H:6]([O:33][CH3:34])[C@:5]2([OH:39])[NH:35][C:36]([O:38][C@H:3]1[CH2:4]2)=[O:37] |f:4.5|. Procedure details: In 0.7 ml of pyridine was dissolved 100 mg of maytansinol. To the solution, cooled with ice, was added 0.35 ml of acetic anhydride. The mixture was left standing for 18 hours at room temperature (23°-25° C.). The reaction solution was poured into 5 ml of cold water and stirred. The precipitate separated out was collected by filtration and dried to obtain 85 mg of powdery substance. This powdery substance was dissolved in 1 ml of chloroform/methanol 10:1 (V/V). To the solution was added 0.2 g of ... The product is COC(=O)[C@H]1[C@H]2[C@@H]3CCC([C@@]3(C)CC[C@@H]2[C@]2(CCC(CC2C1)=O)C)=O (7α-Methoxycarbonylandrostane-3,17-dione). As a reaction SMILES: [C:1]([C@@H:4]1[CH2:21][CH:20]2[C@:15]([CH3:23])([CH2:16][CH2:17][C:18](=[O:22])[CH2:19]2)[C@@H:14]2[C@@H:5]1[C@H:6]1[C@@:10]([CH2:12][CH2:13]2)([CH3:11])[C:9](=[O:24])[CH2:8][CH2:7]1)([OH:3])=[O:2].CO.[CH3:27]CN=C=NCCCN(C)C.O>C(Cl)Cl.CN(C1C=CN=CC=1)C>[CH3:27][O:2][C:1]([C@@H:4]1[CH2:21][CH:20]2[C@:15]([CH3:23])([CH2:16][CH2:17][C:18](=[O:22])[CH2:19]2)[C@@H:14]2[C@@H:5]1[C@H:6]1[C@@:10]([CH2:12][CH2:13]2)([CH3:11])[C:9](=[O:24])[CH2:8][CH2:7]1)=[O:3]. Conditions: time 8 hour. Run in C(Cl)Cl (CH2Cl2). Reported procedure: To a stirred solution of 7α-carboxyandrostane-3,17-dione (680 mg) in CH2Cl2 (30 mL) at 0° C., MeOH (160 μL), DMAP (20 mg) and EDAC (800 mg) were added. After stirring overnight at room temperature, H2O was added and the mixture was extracted with CH2Cl2 (2×). The combined organic extracts were washed with H2O, brine, dried over Na2SO4, filtered and evaporated to dryness. The residue was purified by flash chromatography (SiO2, n-hexane/EtOAc 60/40) to give the title compound II-bc (500 mg, 70%). ... Starting materials: O (H2O), C(=O)(O)[C@H]1[C@H]2[C@@H]3CCC([C@@]3(C)CC[C@@H]2[C@]2(CCC(CC2C1)=O)C)=O (7α-carboxyandrostane-3,17-dione), CO (MeOH), CCN=C=NCCCN(C)C (EDAC). The reagents and catalysts are CN(C)C=1C=CN=CC1 (DMAP).